This data is from the Open Reaction Database (ORD), a public repository of structured organic reaction records. The task is: describe an organic reaction: reactants, conditions, products, and yield The reactants are FC1=NC=CN=C1C1(CCOCC1)F (2-fluoro-3-(4-fluorotetrahydro-2H-pyran-4-yl)pyrazine), S1C(=NC2=C1C=CC=C2)NC2=CC=C(C=C2)O (4-(benzo[d]thiazol-2-ylamino)phenol), C([O-])([O-])=O.[Cs+].[Cs+] (cesium carbonate). Run in CS(=O)C (DMSO). Conditions: temperature 80 celsius. Product: FC1(CCOCC1)C=1C(=NC=CN1)OC1=CC=C(C=C1)NC=1SC2=C(N1)C=CC=C2 (N-(4-(3-(4-FLUOROTETRAHYDRO-2H-PYRAN-4-YL)PYRAZIN-2-YLOXY)PHENYL)BENZO[D]THIAZOL-2-AMINE). As a reaction SMILES: F[C:2]1[C:7]([C:8]2([F:14])[CH2:13][CH2:12][O:11][CH2:10][CH2:9]2)=[N:6][CH:5]=[CH:4][N:3]=1.[S:15]1[C:19]2[CH:20]=[CH:21][CH:22]=[CH:23][C:18]=2[N:17]=[C:16]1[NH:24][C:25]1[CH:30]=[CH:29][C:28]([OH:31])=[CH:27][CH:26]=1.C(=O)([O-])[O-].[Cs+].[Cs+]>CS(C)=O>[F:14][C:8]1([C:7]2[C:2]([O:31][C:28]3[CH:27]=[CH:26][C:25]([NH:24][C:16]4[S:15][C:19]5[CH:20]=[CH:21][CH:22]=[CH:23][C:18]=5[N:17]=4)=[CH:30][CH:29]=3)=[N:3][CH:4]=[CH:5][N:6]=2)[CH2:13][CH2:12][O:11][CH2:10][CH2:9]1 |f:2.3.4|. Procedure details: To a solution of 2-fluoro-3-(4-fluorotetrahydro-2H-pyran-4-yl)pyrazine (0.055 g, 0.275 mmol) and 4-(benzo[d]thiazol-2-ylamino)phenol (0.100 g, 0.412 mmol) in DMSO (0.9 mL) was added cesium carbonate (0.179 g, 0.549 mmol). The resulting mixture was heated to 80° C. overnight. The reaction mixture was partitioned between water, brine and DCM. The aqueous layer was back extracted with DCM and the combined organic layer was dried (Na2SO4) and concentrated. Purification by prep-plate TLC (5% MeOH/DCM... Starting materials: ClC1=C2C=CC=NC2=C(C=C1)O (5-chloro-8-hydroxyquinoline), [OH-].[Na+] (NaOH), C(C=C)Br (allyl bromide). The reagents and catalysts are [Br-].C(CCC)[N+](CCCC)(CCCC)CCCC (tetrabutylammonium bromide), catalyst. Run in C1=CC=CC=C1 (benzene). Reaction conditions: time 30 minute. Yields the product C(C=C)OC=1C=CC(=C2C=CC=NC12)Cl (8-Allyloxy-5-chloroquinoline). Yield: 77.4%. RXN SMILES: [Cl:1][C:2]1[CH:11]=[CH:10][C:9]([OH:12])=[C:8]2[C:3]=1[CH:4]=[CH:5][CH:6]=[N:7]2.[OH-].[Na+].[CH2:15](Br)[CH:16]=[CH2:17]>[Br-].C([N+](CCCC)(CCCC)CCCC)CCC.C1C=CC=CC=1>[CH2:17]([O:12][C:9]1[CH:10]=[CH:11][C:2]([Cl:1])=[C:3]2[C:8]=1[N:7]=[CH:6][CH:5]=[CH:4]2)[CH:16]=[CH2:15] |f:1.2,4.5|. Procedure: A solution of 5-chloro-8-hydroxyquinoline (1 mmol, 180 mg) in aqueous NaOH (0.25 M, 8 mL; 2 mmol) containing tetrabutylammonium bromide as the phase-transfer catalyst (0.1 mmol, 33 mg) was stirred for 30 min., and allyl bromide (1 mmol, 85 μL) and benzene (8 mL) were added and the reaction mixture was stirred vigorously at 50° C. for 14 h. The reaction mixture was partitioned between water (15 mL) and EtOAc (15 mL) after cooling to room temperature and the extraction was repeated twice. The orga... Starting materials: C(C)C1=CSC=C1 (3-Ethylthiophene), BrC=1C=C(C=O)C=CC1 (3-bromobenzaldehyde). Yields the product BrC=1C=C(C=CC1)CC=1SC=C(C1)CC (3-Bromo-1-(4-ethyl-2-thienylmethyl)benzene). Reaction SMILES: [CH2:1]([C:3]1[CH:7]=[CH:6][S:5][CH:4]=1)[CH3:2].[Br:8][C:9]1[CH:10]=[C:11]([CH:14]=[CH:15][CH:16]=1)[CH:12]=O>>[Br:8][C:9]1[CH:10]=[C:11]([CH2:12][C:6]2[S:5][CH:4]=[C:3]([CH2:1][CH3:2])[CH:7]=2)[CH:14]=[CH:15][CH:16]=1. Reported procedure: 3-Ethylthiophene and 3-bromobenzaldehyde were used and treated in a manner similar to Reference Example 9 to give the target compound. APCI-Mass m/Z 281/283 (M+H).